From a dataset of the Open Reaction Database (ORD), a public repository of structured organic reaction records. describe an organic reaction: reactants, conditions, products, and yield The product is NC1=C2C(C(=CNC2=CC=C1)C)=O (5-amino-3-methylquinolin-4(1H)-one). Reported procedure: The title compound was prepared according to procedure for 2-Amino-5-fluoro-N-methylbenzamide (Compound 102A) using 3-methyl-5-nitroquinolin-4(1H)-one (Eur J Med. Chem. 1992, 37, 547-570). 1H NMR (DMSO-d6, 400 MHz): δ=1.87 (d, J=0.76 Hz, 3 H), 6.21 (dd, J=7.83, 1.01 Hz, 1 H), 6.40 (dd, J=8.08, 1.01 Hz, 1 H), 7.12 (t, J=8.08 Hz, 1 H), 7.62 (dd, J=5.94, 0.88 Hz, 1 H), 11.19 (d, J=5.05 Hz, 1 H). MS (ES+): m/z 175.07 [MH+] (TOF, polar). Reaction SMILES: NC1C=CC(F)=CC=1C(NC)=O.[CH3:13][C:14]1[C:23](=[O:24])[C:22]2[C:17](=[CH:18][CH:19]=[CH:20][C:21]=2[N+:25]([O-])=O)[NH:16][CH:15]=1>>[NH2:25][C:21]1[CH:20]=[CH:19][CH:18]=[C:17]2[C:22]=1[C:23](=[O:24])[C:14]([CH3:13])=[CH:15][NH:16]2. Starting materials: NC1=C(C(=O)NC)C=C(C=C1)F (2-amino-5-fluoro-N-methylbenzamide), NC1=C(C(=O)NC)C=C(C=C1)F (2-amino-5-fluoro-N-methylbenzamide), CC1=CNC2=CC=CC(=C2C1=O)[N+](=O)[O-] (3-methyl-5-nitroquinolin-4(1H)-one). Starting materials: COc1ccc(Oc2ccc([N+](=O)[O-])cc2C(=O)O)cc1, CO, O=S(=O)(O)O. Product: COC(=O)c1cc([N+](=O)[O-])ccc1Oc1ccc(OC)cc1. Reaction SMILES: [CH3:1][O:2][c:3]1[cH:4][cH:5][c:6]([O:7][c:8]2[c:9]([C:10](=[O:11])[OH:12])[cH:13][c:14]([N+:17](=[O:18])[O-:19])[cH:15][cH:16]2)[cH:20][cH:21]1.[CH3:27][OH:28].[S:22](=[O:23])(=[O:24])([OH:25])[OH:26]>>[CH3:1][O:2][c:3]1[cH:4][cH:5][c:6]([O:7][c:8]2[c:9]([C:10]([O:11][CH3:27])=[O:12])[cH:13][c:14]([N+:17](=[O:18])[O-:19])[cH:15][cH:16]2)[cH:20][cH:21]1. Reactants: CCOC(C)=O, CCN(C(C)C)C(C)C, Clc1nc2ccccc2o1, CC(C)(C)OC(=O)C(C)(C)Oc1ccccc1CCCN, C1CCOC1. Product: CC(C)(C)OC(=O)C(C)(C)Oc1ccccc1CCCNc1nc2ccccc2o1. RXN SMILES: [CH3:41][CH2:42][O:43][C:44](=[O:45])[CH3:46].[CH:22]([N:23]([CH:24]([CH3:25])[CH3:26])[CH2:27][CH3:28])([CH3:29])[CH3:30].[Cl:31][c:32]1[o:33][c:34]2[c:35]([n:36]1)[cH:37][cH:38][cH:39][cH:40]2.[NH2:1][CH2:2][CH2:3][CH2:4][c:5]1[c:6]([O:7][C:8]([C:9](=[O:10])[O:11][C:12]([CH3:13])([CH3:14])[CH3:15])([CH3:16])[CH3:17])[cH:18][cH:19][cH:20][cH:21]1.[O:47]1[CH2:48][CH2:49][CH2:50][CH2:51]1>>[NH:1]([CH2:2][CH2:3][CH2:4][c:5]1[c:6]([O:7][C:8]([C:9](=[O:10])[O:11][C:12]([CH3:13])([CH3:14])[CH3:15])([CH3:16])[CH3:17])[cH:18][cH:19][cH:20][cH:21]1)[c:32]1[o:33][c:34]2[c:35]([n:36]1)[cH:37][cH:38][cH:39][cH:40]2. As a reaction SMILES: [NH2:1][CH2:2][C@@H:3]([C@@H:5]([NH:26][C:27](=[O:33])[O:28][C:29]([CH3:32])([CH3:31])[CH3:30])[CH2:6][C@H:7]([CH2:11][C:12]1[CH:17]=[CH:16][C:15]([O:18][CH3:19])=[C:14]([O:20][CH2:21][CH2:22][CH2:23][O:24][CH3:25])[CH:13]=1)[CH:8]([CH3:10])[CH3:9])[OH:4].C(OCC)(=O)C.C(=O)([O-])[O-].[Na+].[Na+].[C:46](Cl)(=[O:51])[C:47]([CH3:50])([CH3:49])[CH3:48]>O>[CH3:48][C:47]([CH3:50])([CH3:49])[C:46]([NH:1][CH2:2][C@@H:3]([C@@H:5]([NH:26][C:27](=[O:33])[O:28][C:29]([CH3:31])([CH3:30])[CH3:32])[CH2:6][C@H:7]([CH2:11][C:12]1[CH:17]=[CH:16][C:15]([O:18][CH3:19])=[C:14]([O:20][CH2:21][CH2:22][CH2:23][O:24][CH3:25])[CH:13]=1)[CH:8]([CH3:10])[CH3:9])[OH:4])=[O:51] |f:2.3.4|. Product: CC(C(=O)NC[C@H](O)[C@H](C[C@@H](C(C)C)CC1=CC(=C(C=C1)OC)OCCCOC)NC(OC(C)(C)C)=O)(C)C (tert-Butyl {1(S)-[2-(2,2-dimethylpropionylamino)-1(S)-hydroxyethyl]-3(S)-[4-methoxy-3-(3-methoxypropoxy)benzyl]-4-methylpentyl}carbamate), SiO2. Run at time 4 hour. Starting materials: C([O-])([O-])=O.[Na+].[Na+] (sodium carbonate), C(C(C)(C)C)(=O)Cl (pivaloyl chloride), NC[C@H](O)[C@H](C[C@@H](C(C)C)CC1=CC(=C(C=C1)OC)OCCCOC)NC(OC(C)(C)C)=O (tert-butyl {1(S)-(2-amino-1(S)-hydroxyethyl)-3(S)-[4-methoxy-3-(3-methoxypropoxy)benzyl]-4-methylpentyl}carbamate), C(C)(=O)OCC (ethyl acetate). Procedure: The stirred solution of 0.025 g of tert-butyl {1(S)-(2-amino-1(S)-hydroxyethyl)-3(S)-[4-methoxy-3-(3-methoxypropoxy)benzyl]-4-methylpentyl}carbamate (Example 36b) and 0.230 ml of ethyl acetate is admixed at 0° C. successively with 0.230 ml of 2M sodium carbonate solution and 0.007 ml of pivaloyl chloride, and stirred at room temperature over another 4 hours. The reaction solution is admixed with water and extracted with ethyl acetate (2×). The combined organic phases are washed successively with... Run in O (water).